From a dataset of the Open Reaction Database (ORD), a public repository of structured organic reaction records. describe an organic reaction: reactants, conditions, products, and yield Starting materials: ClCC1CO1, [Na+], [OH-], O=C(c1ccccc1)c1ccc(O)cc1. Yields the product O=C(c1ccccc1)c1ccc(OCC2CO2)cc1. RXN SMILES: [Cl:16][CH2:17][CH:18]1[CH2:19][O:20]1.[Na+:22].[OH-:21].[OH:1][c:2]1[cH:3][cH:4][c:5]([C:6](=[O:7])[c:8]2[cH:9][cH:10][cH:11][cH:12][cH:13]2)[cH:14][cH:15]1>>[O:1]([c:2]1[cH:3][cH:4][c:5]([C:6](=[O:7])[c:8]2[cH:9][cH:10][cH:11][cH:12][cH:13]2)[cH:14][cH:15]1)[CH2:17][CH:18]1[CH2:19][O:20]1.